This data is from the Open Reaction Database (ORD), a public repository of structured organic reaction records. The task is: describe an organic reaction: reactants, conditions, products, and yield The reactants are N(=O)OCCC(C)C (isoamyl nitrite), Cl (hydrochloric acid), COC1=CC=C2CCCC2=C1 (6-methoxy-2,3-dihydro-1H-inden-), CO (methanol). Run at temperature 40 celsius, time 2 hour. The product is O\N=C/1\C(C2=CC(=CC=C2C1)OC)=O ((E)-2-(hydroxyimino)-6-methoxy-2,3-dihydro-1H-inden-one). The yield is 50.0%. Reaction SMILES: [CH3:1][O:2][C:3]1[CH:11]=[C:10]2[C:6]([CH2:7][CH2:8][CH2:9]2)=[CH:5][CH:4]=1.[N:12](OCCC(C)C)=[O:13].Cl.C[OH:22]>>[OH:13]/[N:12]=[C:8]1/[C:9](=[O:22])[C:10]2[C:6]([CH2:7]/1)=[CH:5][CH:4]=[C:3]([O:2][CH3:1])[CH:11]=2. Procedure details: 6-methoxy-2,3-dihydro-1H-inden-(17.2 g, 106 mmol) was dissolved in methanol (700 mL). The mixture was heated to 40° C., then isoamyl nitrite (30 mL, 220 mmol) and concentrated hydrochloric acid (17 mL) were added. The reaction mixture was stirred at 40° C. for 2 hours. After cooled to room temperature, the precipitate was collected by filtration and dried under high vacuum to obtain product (10.0 g, yield 50%).